Dataset: the Open Reaction Database (ORD), a public repository of structured organic reaction records. Task: describe an organic reaction: reactants, conditions, products, and yield Starting materials: Cl.C(C1=CC=CC=C1)OCCCCCCCN (7-(benzyloxy)heptylamine hydrochloride), CNO (N-methylhydroxylamine), [N-]=C=O (isocyanate), C(=O)(Cl)Cl (phosgene). Solvent: C1(=CC=CC=C1)C (toluene). The product is C(C1=CC=CC=C1)OCCCCCCCNC(=O)N(C)O (N-[7-(Benzyloxy)heptyl]-N'hydroxy-N'-methylurea). As a reaction SMILES: Cl.[CH2:2]([O:9][CH2:10][CH2:11][CH2:12][CH2:13][CH2:14][CH2:15][CH2:16][NH2:17])[C:3]1[CH:8]=[CH:7][CH:6]=[CH:5][CH:4]=1.[N-]=C=O.[C:21](Cl)(Cl)=[O:22].[CH3:25][NH:26][OH:27]>C1(C)C=CC=CC=1>[CH2:2]([O:9][CH2:10][CH2:11][CH2:12][CH2:13][CH2:14][CH2:15][CH2:16][NH:17][C:21]([N:26]([OH:27])[CH3:25])=[O:22])[C:3]1[CH:8]=[CH:7][CH:6]=[CH:5][CH:4]=1 |f:0.1|. Procedure: By the method of Example 32 above, 7-(benzyloxy)heptylamine hydrochloride was converted to the isocyanate by treatment with phosgene in toluene, and then treated with N-methylhydroxylamine. Chromatography on silica gel, and recrystallization from ethyl acetate-hexane, provided the title compound as a white solid, mp 69°-70.5° C. Starting materials: FC1=C(CNC2=CC(=NC=C2C(=O)N)NC2=CC=C(C=C2)C2CCNCC2)C=CC=C1F (4-(2,3-difluorobenzylamino)-6-(4-(piperidin-4-yl)phenylamino)nicotinamide), CCN(C(C)C)C(C)C (DIEA), BrCC#N (bromoacetonitrile). Solvent: CN1CCCC1=O (NMP). Product: C(#N)CN1CCC(CC1)C1=CC=C(C=C1)NC1=NC=C(C(=O)N)C(=C1)NCC1=C(C(=CC=C1)F)F (6-(4-(1-(cyanomethyl)piperidin-4-yl)phenylamino)-4-(2,3-difluorobenzylamino)nicotinamide). The yield is 87.4%. RXN SMILES: [F:1][C:2]1[C:31]([F:32])=[CH:30][CH:29]=[CH:28][C:3]=1[CH2:4][NH:5][C:6]1[C:11]([C:12]([NH2:14])=[O:13])=[CH:10][N:9]=[C:8]([NH:15][C:16]2[CH:21]=[CH:20][C:19]([CH:22]3[CH2:27][CH2:26][NH:25][CH2:24][CH2:23]3)=[CH:18][CH:17]=2)[CH:7]=1.[CH3:33][CH2:34][N:35](C(C)C)C(C)C.BrCC#N>CN1C(=O)CCC1>[C:34]([CH2:33][N:25]1[CH2:24][CH2:23][CH:22]([C:19]2[CH:18]=[CH:17][C:16]([NH:15][C:8]3[CH:7]=[C:6]([NH:5][CH2:4][C:3]4[CH:28]=[CH:29][CH:30]=[C:31]([F:32])[C:2]=4[F:1])[C:11]([C:12]([NH2:14])=[O:13])=[CH:10][N:9]=3)=[CH:21][CH:20]=2)[CH2:27][CH2:26]1)#[N:35]. Reported procedure: Compound 4-(2,3-difluorobenzylamino)-6-(4-(piperidin-4-yl)phenylamino)nicotinamide (Example 209) (85 mg, 0.18 mmol) was dissolved in 3 mL NMP with DIEA (95 μL, 0.54 mmol). To it was added bromoacetonitrile (36 μL, 0.54 mmol). The mixture was stirred at RT for 40 m and quenched with TFA. The mixture was subjected to reverse phase preparative HPLC to isolate the title compound (75 mg). MS found for C26H26F2N6O as (M+H)+ 477.4. UV: λ=256 nm. 1H NMR: (CD3OD) δ 8.17 (1H, s), 7.37 (2H, d, J=8.4 Hz), 7... Reactants: O=C(Nc1ccc(C2CCCN2C(=O)C(F)(F)F)c(F)c1)C(F)(F)F, O, O=[N+]([O-])O. Yields the product O=C(Nc1cc(F)c(C2CCCN2C(=O)C(F)(F)F)cc1[N+](=O)[O-])C(F)(F)F. Reaction SMILES: [F:5][C:6]([C:7](=[O:8])[NH:9][c:10]1[cH:11][c:12]([F:27])[c:13]([CH:16]2[N:17]([C:21]([C:22]([F:23])([F:24])[F:25])=[O:26])[CH2:18][CH2:19][CH2:20]2)[cH:14][cH:15]1)([F:28])[F:29].[OH2:30].[OH:1][N+:2]([O-:3])=[O:4]>>[O-:1][N+:2](=[O:4])[c:15]1[c:10]([NH:9][C:7]([C:6]([F:5])([F:28])[F:29])=[O:8])[cH:11][c:12]([F:27])[c:13]([CH:16]2[N:17]([C:21]([C:22]([F:23])([F:24])[F:25])=[O:26])[CH2:18][CH2:19][CH2:20]2)[cH:14]1. Reactants: COC(COC1=C2C(=C(N(C2=C2C(=C1)CCC2)CC2=CC=CC=C2)C)C(C(=O)N)=O)=O (2-[[3-(2-amino-1,2-dioxoethyl)-2-methyl-1-benzyl-1,6,7,8-tetrahydrocyclopent[g]indol-4-yl]oxy]acetic acid methyl ester), [OH-].[Li+] (lithium hydroxide). Run in CO.O1CCCC1 (methanol tetrahydrofuran). The product is NC(C(=O)C1=C(N(C2=C3C(=CC(=C12)OCC(=O)O)CCC3)CC3=CC=CC=C3)C)=O (2-[[3-(2-amino-1,2-dioxoethyl)-2-methyl-1-benzyl-1,6,7,8-tetrahydrocyclopent[g]indol-4-yl]oxy]acetic acid). Yield: 69.5%. RXN SMILES: C[O:2][C:3](=[O:31])[CH2:4][O:5][C:6]1[CH:14]=[C:13]2[CH2:15][CH2:16][CH2:17][C:12]2=[C:11]2[C:7]=1[C:8]([C:26](=[O:30])[C:27]([NH2:29])=[O:28])=[C:9]([CH3:25])[N:10]2[CH2:18][C:19]1[CH:24]=[CH:23][CH:22]=[CH:21][CH:20]=1.[OH-].[Li+]>CO.O1CCCC1>[NH2:29][C:27](=[O:28])[C:26]([C:8]1[C:7]2[C:11](=[C:12]3[CH2:17][CH2:16][CH2:15][C:13]3=[CH:14][C:6]=2[O:5][CH2:4][C:3]([OH:31])=[O:2])[N:10]([CH2:18][C:19]2[CH:24]=[CH:23][CH:22]=[CH:21][CH:20]=2)[C:9]=1[CH3:25])=[O:30] |f:1.2,3.4|. Procedure details: A solution of 2-[[3-(2-amino-1,2-dioxoethyl)-2-methyl-1-benzyl-1,6,7,8-tetrahydrocyclopent[g]indol-4-yl]oxy]acetic acid methyl ester (95 mg, 0.23 mmol) in a 1:1 mixture of methanol/tetrahydrofuran (1 mL) was treated with excess 1M lithium hydroxide for 19 h at room temperature. The mixture was concentrated in vacuo, diluted with water, and acidified with 5N hydrochloric acid. The resulting precipitate was collected via vacuum filtration and recrystallized (absolute ethanol) to provide 65 mg (71%... Starting materials: C(C)O.O (EtOH-H2O), C(C)(=O)C1=C(C(=O)O)C=C(C(=C1)C)C (2- acetyl -4, 5- dimethyl benzoic acid). The solvent is O (H2O). Product: O.CC1=C(OC(=O)C2=CC(=C(C=C12)C)C)C(=O)O (4,6,7- Trimethylisocoumarin -3- carboxylic acid monohydrate). Reaction SMILES: [CH2:1]([OH:3])[CH3:2].[OH2:4].[C:5]([C:8]1[CH:16]=[C:15]([CH3:17])[C:14]([CH3:18])=[CH:13][C:9]=1[C:10]([OH:12])=[O:11])(=O)[CH3:6]>O>[OH2:3].[CH3:6][C:5]1[C:8]2[C:9](=[CH:13][C:14]([CH3:18])=[C:15]([CH3:17])[CH:16]=2)[C:10](=[O:11])[O:12][C:2]=1[C:1]([OH:4])=[O:3] |f:0.1,4.5|. Reported procedure: 4,6,7- Trimethylisocoumarin -3- carboxylic acid monohydrate, mp. (EtOH-H2O) 241°, (Found: C, 62.27; H, 5.74. C13H12O4. H2O requires C, 62.39; H, 5.64) was prepared from 2- acetyl -4, 5- dimethyl benzoic acid by an analogous procedure to that described in Example 2. Reaction SMILES: [C:30](=[O:31])([OH:32])[O-:33].[CH3:24][CH2:25][O:26][C:27](=[O:28])[CH3:29].[CH3:35][OH:36].[ClH:23].[Fe:37].[N+:1]([O-:2])(=[O:3])[c:4]1[cH:5][c:6]([CH2:18][C:19](=[O:20])[O:21][CH3:22])[cH:7][cH:8][c:9]1[O:10][S:11](=[O:12])(=[O:13])[C:14]([F:15])([F:16])[F:17].[Na+:34]>>[NH2:1][c:4]1[cH:5][c:6]([CH2:18][C:19](=[O:20])[O:21][CH3:22])[cH:7][cH:8][c:9]1[O:10][S:11](=[O:12])(=[O:13])[C:14]([F:15])([F:16])[F:17]. Reactants: O=C([O-])O, CCOC(C)=O, CO, Cl, [Fe], COC(=O)Cc1ccc(OS(=O)(=O)C(F)(F)F)c([N+](=O)[O-])c1, [Na+]. Product: COC(=O)Cc1ccc(OS(=O)(=O)C(F)(F)F)c(N)c1. Reactants: CO, N#Cc1cccnc1-c1ccc(F)nc1. The product is NCc1cccnc1-c1ccc(F)nc1. As a reaction SMILES: [CH3:16][OH:17].[F:1][c:2]1[cH:3][cH:4][c:5](-[c:8]2[n:9][cH:10][cH:11][cH:12][c:13]2[C:14]#[N:15])[cH:6][n:7]1>>[F:1][c:2]1[cH:3][cH:4][c:5](-[c:8]2[n:9][cH:10][cH:11][cH:12][c:13]2[CH2:14][NH2:15])[cH:6][n:7]1.